Dataset: the Open Reaction Database (ORD), a public repository of structured organic reaction records. Task: describe an organic reaction: reactants, conditions, products, and yield Reactants: C(#N)CC(=O)O (cyanoacetic acid), CC1=C(C(=CC=C1)C)NNC(=O)N (1-(2,6-dimethylphenyl)semicarbazide), C(C)(=O)OC(C)=O (acetic anhydride). Run in CCOCC (ether). Reaction conditions: time 8 hour. Yields the product C(#N)CC(=O)N(NC(=O)N)C1=C(C=CC=C1C)C (N-(2-cyanoacetyl)-1-(2,6-dimethylphenyl)semicarbazide). RXN SMILES: [C:1]([CH2:3][C:4]([OH:6])=O)#[N:2].[CH3:7][C:8]1[CH:13]=[CH:12][CH:11]=[C:10]([CH3:14])[C:9]=1[NH:15][NH:16][C:17]([NH2:19])=[O:18].C(OC(=O)C)(=O)C>CCOCC>[C:1]([CH2:3][C:4]([N:15]([C:9]1[C:8]([CH3:7])=[CH:13][CH:12]=[CH:11][C:10]=1[CH3:14])[NH:16][C:17]([NH2:19])=[O:18])=[O:6])#[N:2]. Procedure details: A mixture of 1 mole of cyanoacetic acid, 1 mole of 1-(2,6-dimethylphenyl)semicarbazide and 300 ml of acetic anhydride is heated to 80° for 2 hours. The mixture is cooled to RT, 50 ml of ether is added and it is stirred at RT overnight. The reaction mixture is filtered, washed with ether (3X) and dried to give N-(2-cyanoacetyl)-1-(2,6-dimethylphenyl)semicarbazide. Starting materials: C(C)OC=CC1=C2NC=NC2=NC=N1 (6-(ethoxyvinyl)purine), C([O-])(O)=O.[Na+] (sodium bicarbonate). The solvent is Cl (hydrochloric acid). Reaction conditions: time 15 hour. Yields the product N1=CN=C2N=CNC2=C1C(C)=O ((Purin-6-yl)ethanone). As a reaction SMILES: C(O[CH:4]=[CH:5][C:6]1[N:14]=[CH:13][N:12]=[C:11]2[C:7]=1[NH:8][CH:9]=[N:10]2)C.C(=O)(O)[O-:16].[Na+]>Cl>[N:14]1[C:6]([C:5](=[O:16])[CH3:4])=[C:7]2[C:11]([N:10]=[CH:9][NH:8]2)=[N:12][CH:13]=1 |f:1.2|. Procedure details: 1.04 g of 6-(ethoxyvinyl)purine was dissolved in 80 ml of 1 N hydrochloric acid and stirred at room temperature for 15 hours. After neutralizing with a saturated aqueous solution of sodium bicarbonate, it was extracted with dichloromethane and the organic layer was dried over anhydrous sodium sulfate. After distilling off the solvent under reduced pressure, 0.70 g of crude title compound was obtained as a colorless oily substance. Starting materials: ClC1=CC(=C(OC=2C=C(C(=O)O)C=CC2)C=C1)[N+](=O)[O-] (3-(4-Chloro-2-nitro-phenoxy)-benzoic acid), C(C(=O)Cl)(=O)Cl (oxalyl chloride). The solvent is CN(C)C=O (DMF). Product: ClC1=CC(=C(OC=2C=C(C(=O)Cl)C=CC2)C=C1)[N+](=O)[O-] (3-(4-Chloro-2-nitro-phenoxy)-benzoyl chloride). The yield is 103.7%. Reaction SMILES: [Cl:1][C:2]1[CH:17]=[CH:16][C:5]([O:6][C:7]2[CH:8]=[C:9]([CH:13]=[CH:14][CH:15]=2)[C:10](O)=[O:11])=[C:4]([N+:18]([O-:20])=[O:19])[CH:3]=1.C(Cl)(=O)C([Cl:24])=O>CN(C=O)C>[Cl:1][C:2]1[CH:17]=[CH:16][C:5]([O:6][C:7]2[CH:8]=[C:9]([CH:13]=[CH:14][CH:15]=2)[C:10]([Cl:24])=[O:11])=[C:4]([N+:18]([O-:20])=[O:19])[CH:3]=1. Procedure details: The product from Example 168a (2.0 g. 6.8 mmol) was treated with oxalyl chloride (9.0 g, 13.6 mmol) and catalytic DMF at 60° C. for 5 h. The excess oxalyl chloride was removed under vacuum. The residue was chased with benzene to give the desired product (2.2 g, 94%).